From a dataset of the Open Reaction Database (ORD), a public repository of structured organic reaction records. describe an organic reaction: reactants, conditions, products, and yield Run at time 8 hour. Reaction SMILES: [CH3:1][O:2][C:3]1[CH:12]=[C:11]2[C:6]([CH:7]=[CH:8][C:9](O)=[CH:10]2)=[CH:5][CH:4]=1.[Br:14][C:15]1[CH:22]=[CH:21][C:20]([O:23][CH3:24])=[CH:19][C:16]=1[CH2:17][OH:18].C1(P(C2C=CC=CC=2)C2C=CC=CC=2)C=CC=CC=1.CCOC(/N=N/C(OCC)=O)=O>C1COCC1>[Br:14][C:15]1[CH:22]=[CH:21][C:20]([O:23][CH3:24])=[CH:19][C:16]=1[CH2:17][O:18][C:9]1[CH:8]=[CH:7][C:6]2[C:11](=[CH:12][C:3]([O:2][CH3:1])=[CH:4][CH:5]=2)[CH:10]=1. Isolated yield 58.9%. Reported procedure: To a solution of 7-methoxy-2-naphthol (26.92 g, 0.15 moles), 2-bromo-5-methoxybenzyl alcohol (33.58 g, 0.15 moles), and triphenylphosphine (39.3 g, 0.15 moles) in anhydrous THF (500 mls) was added a solution of DEAD (26.10 g, 0.15 moles) in THF (100 mL) dropwise over 0.5 hr. The solution was stirred at room temperature overnight and, upon evaporation of half the volume, the product precipitated in good purity. The solid was filtered and rinsed with THF, then dried to yield 32.96 g (59%) of a whi... Run in C1CCOC1 (THF), C1CCOC1 (THF). Product: BrC1=C(COC2=CC3=CC(=CC=C3C=C2)OC)C=C(C=C1)OC (2-[(2-Bromo-5-methoxybenzyl)oxy]-7-methoxynaphthalene). Reactants: COC1=CC=C2C=CC(=CC2=C1)O (7-methoxy-2-naphthol), BrC1=C(CO)C=C(C=C1)OC (2-bromo-5-methoxybenzyl alcohol), C1(=CC=CC=C1)P(C1=CC=CC=C1)C1=CC=CC=C1 (triphenylphosphine), CCOC(=O)/N=N/C(=O)OCC (DEAD). Starting materials: COc1ccc(Br)cc1CC(=O)O, C1COCCO1, CO, Cl. Yields the product COC(=O)Cc1cc(Br)ccc1OC. Reaction SMILES: [Br:1][c:2]1[cH:3][cH:4][c:5]([O:12][CH3:13])[c:6]([CH2:8][C:9](=[O:10])[OH:11])[cH:7]1.[CH2:17]1[O:18][CH2:19][CH2:20][O:21][CH2:22]1.[CH3:15][OH:16].[ClH:14]>>[Br:1][c:2]1[cH:3][cH:4][c:5]([O:12][CH3:13])[c:6]([CH2:8][C:9]([O:10][CH3:15])=[O:11])[cH:7]1. Starting materials: CCO, O=C1Nc2ccc(Cl)cc2C(c2ccccc2)N1CCCl, O=C(c1ccc(F)cc1)C1CCNCC1. Yields the product O=C(c1ccc(F)cc1)C1CCN(CCN2C(=O)Nc3ccc(Cl)cc3C2c2ccccc2)CC1. RXN SMILES: [CH3:37][CH2:38][OH:39].[Cl:1][c:2]1[cH:3][c:4]2[c:9]([cH:10][cH:11]1)[NH:8][C:7](=[O:12])[N:6]([CH2:13][CH2:14][Cl:15])[CH:5]2[c:16]1[cH:17][cH:18][cH:19][cH:20][cH:21]1.[F:22][c:23]1[cH:24][cH:25][c:26]([C:29](=[O:30])[CH:31]2[CH2:32][CH2:33][NH:34][CH2:35][CH2:36]2)[cH:27][cH:28]1>>[Cl:1][c:2]1[cH:3][c:4]2[c:9]([cH:10][cH:11]1)[NH:8][C:7](=[O:12])[N:6]([CH2:13][CH2:14][N:34]1[CH2:33][CH2:32][CH:31]([C:29]([c:26]3[cH:25][cH:24][c:23]([F:22])[cH:28][cH:27]3)=[O:30])[CH2:36][CH2:35]1)[CH:5]2[c:16]1[cH:17][cH:18][cH:19][cH:20][cH:21]1. Reactants: C(C)[C@@H]1C(C[C@@H]2CC[C@H]3[C@@H]4CC[C@@H]([C@@]4(C)CC[C@@H]3[C@]2(C1)C)OC)=O (2β-ethyl-17β-methoxy-5α-androstan-3-one). Reagents/catalysts: [OH-].[Na+] (sodium hydroxide). Run in C(C)O (ethanol). Conditions: time 4.5 hour. The product is C(C)[C@H]1C(C[C@@H]2CC[C@H]3[C@@H]4CC[C@@H]([C@@]4(C)CC[C@@H]3[C@]2(C1)C)OC)=O (2α-Ethyl-17β-methoxy-5α-androstan-3-one). Reaction SMILES: [CH2:1]([C@H:3]1[CH2:20][C@@:19]2([CH3:21])[C@@H:6]([CH2:7][CH2:8][C@@H:9]3[C@@H:18]2[CH2:17][CH2:16][C@@:14]2([CH3:15])[C@H:10]3[CH2:11][CH2:12][C@@H:13]2[O:22][CH3:23])[CH2:5][C:4]1=[O:24])[CH3:2]>C(O)C.[OH-].[Na+]>[CH2:1]([C@@H:3]1[CH2:20][C@@:19]2([CH3:21])[C@@H:6]([CH2:7][CH2:8][C@@H:9]3[C@@H:18]2[CH2:17][CH2:16][C@@:14]2([CH3:15])[C@H:10]3[CH2:11][CH2:12][C@@H:13]2[O:22][CH3:23])[CH2:5][C:4]1=[O:24])[CH3:2] |f:2.3|. Reported procedure: 2β-Ethyl-17β-methoxy-5α-androstan-3-one (Step A) is dissolved in ethanol (95%, 13 ml.) followed by addition of sodium hydroxide (50%, 14 drops). After stirring at 20°-25° for 4.5 hrs. the mixture is extracted with diethyl ether, the diethyl ether extract is concentrated under reduced pressure to yield the title compound, which is recrystallized twice from methanol; m.p. 105°-107°; NMR (CDCl3) 0.77, 1.05, 3.20 and 3.33 δ. The reactants are CC(C)(C)[O-].[K+] (KOt-Bu), ClC1=CC(=C(C=O)C=C1)F (4-chloro-2-fluorobenzaldehyde). The solvent is C1CCOC1 (THF), [Cl-].[Na+].O (brine), C1CCOC1 (THF). Run at temperature 15 celsius, time 1 hour. Yields the product ClC1=CC(=C(C=C1)C=C)F (4-Chloro-2-fluoro-1-vinylbenzene). RXN SMILES: [CH3:1]C([O-])(C)C.[K+].[Cl:7][C:8]1[CH:15]=[CH:14][C:11]([CH:12]=O)=[C:10]([F:16])[CH:9]=1>C1COCC1.[Cl-].[Na+].O>[Cl:7][C:8]1[CH:15]=[CH:14][C:11]([CH:12]=[CH2:1])=[C:10]([F:16])[CH:9]=1 |f:0.1,4.5.6|. Procedure: A solution of KOt-Bu (19.5 g, 174 mmol) in dry THF (300 mL) was cooled with an ice/water bath. Portionwise addition of MePPh3Br (62.2 g, 174 mmol) resulted in a suspension, which was stirred for 5 min at 0° C. and for 1 h at 15° C. Subsequently, the temperature was lowered to 0° C. and a solution of 4-chloro-2-fluorobenzaldehyde (25.1 g, 158 mmol) in dry THF (100 mL) was added dropwise. The temperature was raised to room temperature slowly. The reaction mixture was stirred at room temperature fo... Reactants: CCCC[Sn](CCCC)(CCCC)c1cn(C(c2ccccc2)(c2ccccc2)c2ccccc2)cn1, Fc1ccc(-c2noc(-c3cc(F)cc(Br)c3)n2)nc1, C1CCOC1. Product: Fc1ccc(-c2noc(-c3cc(F)cc(-c4cn(C(c5ccccc5)(c5ccccc5)c5ccccc5)cn4)c3)n2)nc1. RXN SMILES: [CH2:1]([Sn:2]([CH2:3][CH2:4][CH2:5][CH3:30])([c:6]1[n:7][cH:8][n:9]([C:11]([c:12]2[cH:13][cH:14][cH:15][cH:16][cH:17]2)([c:18]2[cH:19][cH:20][cH:21][cH:22][cH:23]2)[c:24]2[cH:25][cH:26][cH:27][cH:28][cH:29]2)[cH:10]1)[CH2:31][CH2:32][CH2:33][CH3:34])[CH2:35][CH2:36][CH3:37].[F:38][c:39]1[cH:40][cH:41][c:42](-[c:45]2[n:46][o:47][c:48](-[c:50]3[cH:51][c:52]([Br:57])[cH:53][c:54]([F:56])[cH:55]3)[n:49]2)[n:43][cH:44]1.[O:58]1[CH2:59][CH2:60][CH2:61][CH2:62]1>>[c:6]1(-[c:52]2[cH:51][c:50](-[c:48]3[o:47][n:46][c:45](-[c:42]4[cH:41][cH:40][c:39]([F:38])[cH:44][n:43]4)[n:49]3)[cH:55][c:54]([F:56])[cH:53]2)[n:7][cH:8][n:9]([C:11]([c:12]2[cH:13][cH:14][cH:15][cH:16][cH:17]2)([c:18]2[cH:19][cH:20][cH:21][cH:22][cH:23]2)[c:24]2[cH:25][cH:26][cH:27][cH:28][cH:29]2)[cH:10]1.